The task is: describe an organic reaction: reactants, conditions, products, and yield. This data is from the Open Reaction Database (ORD), a public repository of structured organic reaction records. Product: NC1=CC=C(C=2CN(C(C12)=O)C)C(=O)O (7-amino-2-methyl-1-oxo-2,3-dihydro-1H-isoindole-4-carboxylic acid). As a reaction SMILES: C(OC([NH:8][C:9]1[C:17]2[C:16](=[O:18])[N:15]([CH3:19])[CH2:14][C:13]=2[C:12]([C:20]([OH:22])=[O:21])=[CH:11][CH:10]=1)=O)(C)(C)C.C(O)(C(F)(F)F)=O>>[NH2:8][C:9]1[C:17]2[C:16](=[O:18])[N:15]([CH3:19])[CH2:14][C:13]=2[C:12]([C:20]([OH:22])=[O:21])=[CH:11][CH:10]=1. Reported procedure: The title compound was prepared by deprotecting Compound 116C with TFA. The crude product was taken on to the next step without purification. Reactants: C(C)(C)(C)OC(=O)NC1=CC=C(C=2CN(C(C12)=O)C)C(=O)O (7-[(Tert-butoxycarbonyl)amino]-2-methyl-1-oxo-2,3-dihydro-1H-isoindole-4-carboxylic acid), C(=O)(C(F)(F)F)O (TFA). Starting materials: COC(=O)c1ccc(CCCNCc2ccc3c(c2)OCCO3)s1, C(=NC1CCCCC1)=NC1CCCCC1, ClCCl, O=C(O)C1CC1. Reaction SMILES: [CH3:1][O:2][C:3](=[O:4])[c:5]1[s:6][c:7]([CH2:10][CH2:11][CH2:12][NH:13][CH2:14][c:15]2[cH:16][c:17]3[c:18]([cH:23][cH:24]2)[O:19][CH2:20][CH2:21][O:22]3)[cH:8][cH:9]1.[CH:25]1([N:26]=[C:27]=[N:28][CH:29]2[CH2:30][CH2:31][CH2:32][CH2:33][CH2:34]2)[CH2:35][CH2:36][CH2:37][CH2:38][CH2:39]1.[Cl:46][CH2:47][Cl:48].[OH:40][C:41](=[O:42])[CH:43]1[CH2:44][CH2:45]1>>[CH3:1][O:2][C:3](=[O:4])[c:5]1[s:6][c:7]([CH2:10][CH2:11][CH2:12][N:13]([CH2:14][c:15]2[cH:16][c:17]3[c:18]([cH:23][cH:24]2)[O:19][CH2:20][CH2:21][O:22]3)[C:41](=[O:40])[CH:43]2[CH2:44][CH2:45]2)[cH:8][cH:9]1. The product is COC(=O)c1ccc(CCCN(Cc2ccc3c(c2)OCCO3)C(=O)C2CC2)s1.